From a dataset of the Open Reaction Database (ORD), a public repository of structured organic reaction records. describe an organic reaction: reactants, conditions, products, and yield The reactants are FC1=C(C=O)C(=CC=C1C1=CC=2N(C=C1)N=C(C2)C2=CC=C(C=C2)F)F (2,6-difluoro-3-[2-(4-fluorophenyl)pyrazolo[1,5-a]pyridin-5-yl]benzaldehyde), C(#C)[Mg]Br (ethynylmagnesium bromide). The solvent is O1CCCC1 (tetrahydrofuran). Yields the product FC1=C(C(=CC=C1C1=CC=2N(C=C1)N=C(C2)C2=CC=C(C=C2)F)F)C(C#C)O (1-{2,6-Difluoro-3-[2-(4-fluorophenyl)pyrazolo[1,5-a]pyridin-5-yl]phenyl}prop-2-yn-1-ol). Yield: 58.7%. Reaction SMILES: [F:1][C:2]1[C:9]([C:10]2[CH:15]=[CH:14][N:13]3[N:16]=[C:17]([C:19]4[CH:24]=[CH:23][C:22]([F:25])=[CH:21][CH:20]=4)[CH:18]=[C:12]3[CH:11]=2)=[CH:8][CH:7]=[C:6]([F:26])[C:3]=1[CH:4]=[O:5].[C:27]([Mg]Br)#[CH:28]>O1CCCC1>[F:1][C:2]1[C:9]([C:10]2[CH:15]=[CH:14][N:13]3[N:16]=[C:17]([C:19]4[CH:24]=[CH:23][C:22]([F:25])=[CH:21][CH:20]=4)[CH:18]=[C:12]3[CH:11]=2)=[CH:8][CH:7]=[C:6]([F:26])[C:3]=1[CH:4]([OH:5])[C:27]#[CH:28]. Reported procedure: The procedure described in stage 2.5 is followed, starting with 0.270 g (0.77 mmol) of 2,6-difluoro-3-[2-(4-fluorophenyl)pyrazolo[1,5-a]pyridin-5-yl]benzaldehyde obtained in stage 6.1, in solution in 15 ml of tetrahydrofuran, followed by addition of 4.60 ml (2.30 mmol) of an ethynylmagnesium bromide solution (0.5M in tetrahydrofuran) and after chromatography on silica gel, elution being carried out with a mixture of cyclohexane and dichloromethane (1/3), 0.171 g (57%) of the expected product is ... The reactants are BrC(C)O (bromoethanol), C(C)(C)(C)OC(=O)CN(CCN(CCN(CCN(CC(=O)OC(C)(C)C)CC(=O)OC(C)(C)C)CCN)CCN)CC(=O)OC(C)(C)C (N,N,N"',N"'-tetra(t-butyloxycarbonylmethyl)-N',N"-di(2-aminoethyl)-triethylenetetramine). The solvent is C(C)#N (acetonitrile), C(C)#N (acetonitrile), C([O-])([O-])=O.[K+].[K+] (potassium carbonate). The product is C(C)(C)(C)OC(=O)CN(CCN(CCN(CCN(CC(=O)OC(C)(C)C)CC(=O)OC(C)(C)C)CCN(CCO)CCO)CCN(CCO)CCO)CC(=O)OC(C)(C)C (N,N,N"',N"'-tetra(t-butyloxycarbonylmethyl)-N',N"-di(N,N-bis(2-hydroxyethyl)-2-aminoethyl)-triethylenetetramine). RXN SMILES: [C:1]([O:5][C:6]([CH2:8][N:9]([CH2:41][C:42]([O:44][C:45]([CH3:48])([CH3:47])[CH3:46])=[O:43])[CH2:10][CH2:11][N:12]([CH2:38][CH2:39][NH2:40])[CH2:13][CH2:14][N:15]([CH2:35][CH2:36][NH2:37])[CH2:16][CH2:17][N:18]([CH2:27][C:28]([O:30][C:31]([CH3:34])([CH3:33])[CH3:32])=[O:29])[CH2:19][C:20]([O:22][C:23]([CH3:26])([CH3:25])[CH3:24])=[O:21])=[O:7])([CH3:4])([CH3:3])[CH3:2].Br[CH:50]([OH:52])[CH3:51]>C(#N)C.C(=O)([O-])[O-].[K+].[K+]>[C:45]([O:44][C:42]([CH2:41][N:9]([CH2:8][C:6]([O:5][C:1]([CH3:2])([CH3:3])[CH3:4])=[O:7])[CH2:10][CH2:11][N:12]([CH2:38][CH2:39][N:40]([CH2:19][CH2:20][OH:21])[CH2:8][CH2:6][OH:7])[CH2:13][CH2:14][N:15]([CH2:35][CH2:36][N:37]([CH2:2][CH2:1][OH:5])[CH2:51][CH2:50][OH:52])[CH2:16][CH2:17][N:18]([CH2:27][C:28]([O:30][C:31]([CH3:32])([CH3:33])[CH3:34])=[O:29])[CH2:19][C:20]([O:22][C:23]([CH3:26])([CH3:25])[CH3:24])=[O:21])=[O:43])([CH3:48])([CH3:47])[CH3:46] |f:3.4.5|. Procedure details: N,N,N"',N"'-tetra(t-butyloxycarbonylmethyl)-N',N"-di(2-aminoethyl)-triethylenetetramine is dissolved in acetonitrile with an excess of potassium carbonate, and a solution of bromoethanol (3 equivalents) in acetonitrile is added dropwise with stirring; the solution is then heated to reflux for 18 hours. The reaction mixture is then filtered and the filtrate evaporated to dryness to give N,N,N"',N"'-tetra(t-butyloxycarbonylmethyl)-N',N"-di(N,N-bis(2-hydroxyethyl)-2-aminoethyl)-triethylenetetramine... Starting materials: CC1=C(C(=O)O)C(=CC(=C1)C(=O)NC1CCNCC1)C (2,6-dimethyl-N-piperidin-4-yl-terephthalamic acid), C(C)OC=1C=C(C=O)C=C(C1N1C=CC=C1)OCC (3,5-diethoxy-4-pyrrol-1-yl-benzaldehyde), C(#N)[BH3-].[Na+] (sodium cyanoborohydride), C(C)N(C(C)C)C(C)C (N-ethyl-diisopropylamine). Solvent: C(C)O (ethanol), C(C)(=O)O (acetic acid). Product: C(C)OC=1C=C(CN2CCC(CC2)NC(C2=CC(=C(C(=O)O)C(=C2)C)C)=O)C=C(C1N1C=CC=C1)OCC (N-[1-(3,5-Diethoxy-4-pyrrol-1-yl-benzyl)-piperidin-4-yl]-2,6-dimethyl-terephthalamic acid). As a reaction SMILES: [CH3:1][C:2]1[CH:10]=[C:9]([C:11]([NH:13][CH:14]2[CH2:19][CH2:18][NH:17][CH2:16][CH2:15]2)=[O:12])[CH:8]=[C:7]([CH3:20])[C:3]=1[C:4]([OH:6])=[O:5].[CH2:21]([O:23][C:24]1[CH:25]=[C:26]([CH:29]=[C:30]([O:37][CH2:38][CH3:39])[C:31]=1[N:32]1[CH:36]=[CH:35][CH:34]=[CH:33]1)[CH:27]=O)[CH3:22].C([BH3-])#N.[Na+].C(N(C(C)C)C(C)C)C>C(O)C.C(O)(=O)C>[CH2:21]([O:23][C:24]1[CH:25]=[C:26]([CH:29]=[C:30]([O:37][CH2:38][CH3:39])[C:31]=1[N:32]1[CH:36]=[CH:35][CH:34]=[CH:33]1)[CH2:27][N:17]1[CH2:16][CH2:15][CH:14]([NH:13][C:11](=[O:12])[C:9]2[CH:10]=[C:2]([CH3:1])[C:3]([C:4]([OH:6])=[O:5])=[C:7]([CH3:20])[CH:8]=2)[CH2:19][CH2:18]1)[CH3:22] |f:2.3|. Reported procedure: In analogy to the procedure described in example 50k), 2,6-dimethyl-N-piperidin-4-yl-terephthalamic acid (example 126b) was reacted with 3,5-diethoxy-4-pyrrol-1-yl-benzaldehyde (example 40b), sodium cyanoborohydride, N-ethyl-diisopropylamine and acetic acid in ethanol at 50° C. to yield the title compound as light yellow solid. MS: 520.3 (MH+). Starting materials: O[C@@H](C(=O)OC)C(C)C ((R)-methyl 2-hydroxy-3-methylbutanoate), ClC1=C(C=C(C=C1)C)O (2-chloro-5-methylphenol). Yields the product ClC1=C(O[C@H](C(=O)OC)C(C)C)C=C(C=C1)C ((S)-Methyl 2-(2-chloro-5-methylphenoxy)-3-methylbutanoate). As a reaction SMILES: [OH:1][C@H:2]([CH:7]([CH3:9])[CH3:8])[C:3]([O:5][CH3:6])=[O:4].[Cl:10][C:11]1[CH:16]=[CH:15][C:14]([CH3:17])=[CH:13][C:12]=1O>>[Cl:10][C:11]1[CH:16]=[CH:15][C:14]([CH3:17])=[CH:13][C:12]=1[O:1][C@@H:2]([CH:7]([CH3:9])[CH3:8])[C:3]([O:5][CH3:6])=[O:4]. Procedure: The title compound was prepared following the same protocol as described in Step 1, Example 42, using the (R)-methyl 2-hydroxy-3-methylbutanoate instead of the (S)-methyl 2-hydroxypropanoate and the 2-chloro-5-methylphenol instead of the m-cresol.